From a dataset of the Open Reaction Database (ORD), a public repository of structured organic reaction records. describe an organic reaction: reactants, conditions, products, and yield Reactants: ClC=1C=C(C=NC1OCC(C)(F)F)C(C)=O (1-(5-chloro-6-(2,2-difluoropropoxy)pyridin-3-yl)ethanone), CC(C)(C)[S@@](=O)N ((R)-2-methylpropane-2-sulfinamide), Amine-1. Yields the product ClC=1C=C(C=NC1OCC(C)(F)F)C(C)N[S@](=O)C(C)(C)C ((R)—N-(1-(5-chloro-6-(2,2-difluoropropoxy)pyridin-3-yl)ethyl)-2-methylpropane-2-sulfinamide). Isolated yield 62.0%. As a reaction SMILES: [Cl:1][C:2]1[CH:3]=[C:4]([C:14](=O)[CH3:15])[CH:5]=[N:6][C:7]=1[O:8][CH2:9][C:10]([F:13])([F:12])[CH3:11].[CH3:17][C:18]([S@:21]([NH2:23])=[O:22])([CH3:20])[CH3:19]>>[Cl:1][C:2]1[CH:3]=[C:4]([CH:14]([NH:23][S@@:21]([C:18]([CH3:20])([CH3:19])[CH3:17])=[O:22])[CH3:15])[CH:5]=[N:6][C:7]=1[O:8][CH2:9][C:10]([F:13])([F:12])[CH3:11]. Reported procedure: The title compound is prepared in 62% yield (3.5 g, yellows oil) from 1-(5-chloro-6-(2,2-difluoropropoxy)pyridin-3-yl)ethanone (4.0 g, 10.1 mmol, Step-4) and (R)-2-methylpropane-2-sulfinamide (2.91 g, 24.0 mmol) in a similar manner to Step-4 of Amine-1. Starting materials: CCCCCCc1ccc(-c2[nH]ncc2C(C)C(=O)OCC)cc1, CO, Cl, [K+], NO, [OH-]. The product is CCCCCCc1ccc(-c2[nH]ncc2C(C)C(=O)NO)cc1. As a reaction SMILES: [CH2:1]([O:3][C:4](=[O:2])[CH:5]([CH3:6])[c:7]1[cH:8][n:9][nH:10][c:11]1-[c:12]1[cH:13][cH:14][c:15]([CH2:18][CH2:19][CH2:20][CH2:21][CH2:22][CH3:23])[cH:16][cH:17]1)[CH3:24].[CH3:30][OH:31].[ClH:25].[K+:29].[NH2:26][OH:27].[OH-:28]>>[O:3]=[C:4]([CH:5]([CH3:6])[c:7]1[cH:8][n:9][nH:10][c:11]1-[c:12]1[cH:13][cH:14][c:15]([CH2:18][CH2:19][CH2:20][CH2:21][CH2:22][CH3:23])[cH:16][cH:17]1)[NH:26][OH:27]. Yields the product Cl.Cl.Cl.BrC=1C=CC2=C(SC(=C2)C2=NC(=NC=C2C)NCCCN2CCN(CC2)C)C1 ([4-(6-bromo-benzo[b]thiophen-2-yl)-5-methyl-pyrimidin-2-yl]-[3-(4-methyl-piperazin-1-yl)-propyl]-amine tri-hydrochloride). RXN SMILES: [ClH:1].Cl.Cl.S1C(C2C=CN=C([NH:15][CH2:16][CH2:17][CH2:18][N:19]3[CH2:24][CH2:23][N:22]([CH3:25])[CH2:21][CH2:20]3)N=2)=CC2C=CC=CC1=2.[Br:30][C:31]1[CH:32]=[CH:33][C:34]2[CH:38]=[C:37]([C:39]3[C:44]([CH3:45])=[CH:43][N:42]=[C:41]([Cl:46])[N:40]=3)[S:36][C:35]=2[CH:47]=1.NCCCN1CCN(C)CC1>>[ClH:46].[ClH:1].[ClH:46].[Br:30][C:31]1[CH:32]=[CH:33][C:34]2[CH:38]=[C:37]([C:39]3[C:44]([CH3:45])=[CH:43][N:42]=[C:41]([NH:15][CH2:16][CH2:17][CH2:18][N:19]4[CH2:20][CH2:21][N:22]([CH3:25])[CH2:23][CH2:24]4)[N:40]=3)[S:36][C:35]=2[CH:47]=1 |f:0.1.2.3,6.7.8.9|. Starting materials: Cl.Cl.Cl.S1C2=C(C=C1C1=NC(=NC=C1)NCCCN1CCN(CC1)C)C=CC=C2 ([4-(benzo[b]thiophen-2-yl)-pyrimidin-2-yl]-[3-(4-methylpiperazin-1-yl)-propyl]-amine tri-hydrochloride), BrC=1C=CC2=C(SC(=C2)C2=NC(=NC=C2C)Cl)C1 (4-(6-bromobenzo[b]thiophen-2-yl)-2-chloro-5-methylpyrimidine), NCCCN1CCN(CC1)C (1-(3-aminopropyl)-4-methylpiperazine). Procedure details: Using the method of [4-(benzo[b]thiophen-2-yl)-pyrimidin-2-yl]-[3-(4-methylpiperazin-1-yl)-propyl]-amine tri-hydrochloride, the title compound is prepared from 4-(6-bromobenzo[b]thiophen-2-yl)-2-chloro-5-methylpyrimidine and 1-(3-aminopropyl)-4-methylpiperazine and isolated as a solid. ES+(m/z) 460 (79Br) and 462 (81Br) [M+H].